This data is from the Open Reaction Database (ORD), a public repository of structured organic reaction records. The task is: describe an organic reaction: reactants, conditions, products, and yield Starting materials: COC(=O)C=1C=2C=NNC2C=CC1 (1H-indazole-4-carboxylic acid methyl ester), C([O-])([O-])=O.[K+].[K+] (potassium carbonate), FC1=CC=C(C=C1)I (4-fluoroiodobenzene), CN[C@H]1[C@@H](CCCC1)NC (rac-trans-N,N′-dimethylcyclohexane-1,2-diamine). The reagents and catalysts are [Cu]I (copper(I) iodide). Run in O (water), C(C)(=O)OCC (ethyl acetate). Reaction conditions: temperature 120 celsius, time 3 hour. Yields the product COC(=O)C=1C=2C=NN(C2C=CC1)C1=CC=C(C=C1)F (1-(4-fluoro-phenyl)-1H-indazole-4-carboxylic acid methyl ester). As a reaction SMILES: [CH3:1][O:2][C:3]([C:5]1[C:6]2[CH:7]=[N:8][NH:9][C:10]=2[CH:11]=[CH:12][CH:13]=1)=[O:4].C(=O)([O-])[O-].[K+].[K+].[F:20][C:21]1[CH:26]=[CH:25][C:24](I)=[CH:23][CH:22]=1.CN[C@@H]1CCCC[C@H]1NC>O.C(OCC)(=O)C.[Cu]I>[CH3:1][O:2][C:3]([C:5]1[C:6]2[CH:7]=[N:8][N:9]([C:24]3[CH:25]=[CH:26][C:21]([F:20])=[CH:22][CH:23]=3)[C:10]=2[CH:11]=[CH:12][CH:13]=1)=[O:4] |f:1.2.3|. Procedure details: A mixture of 1H-indazole-4-carboxylic acid methyl ester (5.0 g, 28 mmol), copper(I) iodide (5.7 g, 3.0 mmol), potassium carbonate (4.15 g, 30.0 mmol) and 4-fluoroiodobenzene (3.47 g, 30.0 mmol) was charged in a sealed tube at room temperature. The tube was evacuated, back-filled with argon and dimethylformamide (20 mL) was added followed by rac-trans-N,N′-dimethylcyclohexane-1,2-diamine (0.93 g, 6.5 mmol). The solution was stirred at 120° C. for 3 hours. The solution was cooled to room temperatu... Starting materials: N1=C(C=CC2=CC(=CC=C12)O)O (quinoline2,6-diol), O=P(Cl)(Cl)Cl (POCl3), Cl (HCl), C([O-])(O)=O.[Na+] (sodium bicarbonate). Run in CN(C)C=O (DMF), C1CCOC1 (THF), CCOC(=O)C (EtOAc), C(C)(=O)OCC (ethyl acetate). Yields the product ClC1=NC2=CC=C(C=C2C=C1)O (2-chloroquinolin-6-ol). As a reaction SMILES: [N:1]1[C:10]2[C:5](=[CH:6][C:7]([OH:11])=[CH:8][CH:9]=2)[CH:4]=[CH:3][C:2]=1O.O=P(Cl)(Cl)[Cl:15].C(=O)(O)[O-].[Na+].Cl>C1COCC1.C(OCC)(=O)C.CN(C=O)C>[Cl:15][C:2]1[CH:3]=[CH:4][C:5]2[C:10](=[CH:9][CH:8]=[C:7]([OH:11])[CH:6]=2)[N:1]=1 |f:2.3|. Procedure: A solution of quinoline2,6-diol (1 eq) in THF (0.25 M) was treated with POCl3 (1.1 eq) and a drop of DMF. Crushed ice was added to the reaction mixture and EtOAc was added and neutralized with a solution of sodium bicarbonate. The mixture was brought back to pH 6-7 with 1N HCl and ethyl acetate layer was separated, washed with water and brine to provide title compound. The reactants are O=C(OC(Cl)(Cl)Cl)OC(Cl)(Cl)Cl, ClCCl, CC(=O)N1CCNCC1, c1ccncc1. The product is CC(=O)N1CCN(C(=O)Cl)CC1. As a reaction SMILES: [Cl:1][C:2]([Cl:3])([O:4][C:5]([O:6][C:7]([Cl:9])([Cl:10])[Cl:11])=[O:8])[Cl:12].[Cl:28][CH2:29][Cl:30].[N:13]1([C:19]([CH3:20])=[O:21])[CH2:14][CH2:15][NH:16][CH2:17][CH2:18]1.[cH:22]1[cH:23][cH:24][n:25][cH:26][cH:27]1>>[O:6]=[C:7]([Cl:10])[N:16]1[CH2:15][CH2:14][N:13]([C:19]([CH3:20])=[O:21])[CH2:18][CH2:17]1. As a reaction SMILES: [Br-:34].[C:29]([CH3:30])([CH3:31])([CH3:32])[NH2:33].[CH3:1][O:2][c:3]1[cH:4][c:5](-[c:6]2[o:7][c:8]3[cH:9][c:10]([O:17][CH2:18][CH:19]4[CH2:20][O:21]4)[cH:11][cH:12][c:13]3[c:14](=[O:16])[cH:15]2)[cH:22][c:23]([O:27][CH3:28])[c:24]1[O:25][CH3:26].[CH3:36][OH:37].[K+:35]>>[CH3:1][O:2][c:3]1[cH:4][c:5](-[c:6]2[o:7][c:8]3[cH:9][c:10]([O:17][CH2:18][CH:19]([CH2:20][NH:33][C:29]([CH3:30])([CH3:31])[CH3:32])[OH:21])[cH:11][cH:12][c:13]3[c:14](=[O:16])[cH:15]2)[cH:22][c:23]([O:27][CH3:28])[c:24]1[O:25][CH3:26]. Yields the product COc1cc(-c2cc(=O)c3ccc(OCC(O)CNC(C)(C)C)cc3o2)cc(OC)c1OC. Reactants: [Br-], CC(C)(C)N, COc1cc(-c2cc(=O)c3ccc(OCC4CO4)cc3o2)cc(OC)c1OC, CO, [K+]. Reactants: NC1=CC=C(C(=O)O)C=C1 (4-aminobenzoic acid), [N+](=O)([O-])C1=CC=C(C=C1)O (4-nitrophenol), S(O)(O)(=O)=O (sulphuric acid), OCC(O)CO (glycerol), [OH-].[Na+] (sodium hydroxide). Run at temperature 0 celsius, time 48 hour. Yields the product N1=CC=CC2=CC(=CC=C12)C(=O)O (Quinoline-6-carboxylic acid). Yield: 112.8%. As a reaction SMILES: [NH2:1][C:2]1[CH:10]=[CH:9][C:5]([C:6]([OH:8])=[O:7])=[CH:4][CH:3]=1.[N+]([C:14]1[CH:19]=CC(O)=C[CH:15]=1)([O-])=O.S(=O)(=O)(O)O.OCC(CO)O.[OH-].[Na+]>>[N:1]1[C:2]2[C:10](=[CH:9][C:5]([C:6]([OH:8])=[O:7])=[CH:4][CH:3]=2)[CH:19]=[CH:14][CH:15]=1 |f:4.5|. Procedure: To a mixture of 4-aminobenzoic acid (175 g, 1.28 mol), 4-nitrophenol (88.75 g, 0.64 mol) and sulphuric acid (1.2 lit.), glycerol (234.8 g, 2.55 mol) was added dropwise at 135° C. After 48 h, the reaction mixture was cooled to 0° C. and the pH adjusted to 3-5 with 10% sodium hydroxide solution. The resulting precipitate was collected by filtration and washed with water and dried under vacuum to afford the title compound as a black solid (125 g, 56%). Starting materials: Cc1cc2c(cc1C)C(O)C(CCN1CCCC1)CC2, CCO, Cl. The product is Cc1cc2c(cc1C)CCC(CCN1CCCC1)=C2. RXN SMILES: [CH3:1][c:2]1[cH:3][c:4]2[c:9]([cH:10][c:11]1[CH3:12])[CH:8]([OH:13])[CH:7]([CH2:14][CH2:15][N:16]1[CH2:17][CH2:18][CH2:19][CH2:20]1)[CH2:6][CH2:5]2.[CH3:22][CH2:23][OH:24].[ClH:21]>>[CH3:1][c:2]1[cH:3][c:4]2[c:9]([cH:10][c:11]1[CH3:12])[CH:8]=[C:7]([CH2:14][CH2:15][N:16]1[CH2:17][CH2:18][CH2:19][CH2:20]1)[CH2:6][CH2:5]2.